This data is from the Open Reaction Database (ORD), a public repository of structured organic reaction records. The task is: describe an organic reaction: reactants, conditions, products, and yield The reactants are Cl, Cl, O=N[O-], Cc1cc(I)cnc1N, [Na+], O. Product: Cc1cc(I)cnc1Cl. RXN SMILES: [Cl:1].[ClH:2].[N:12]([O-:13])=[O:14].[NH2:3][c:4]1[n:5][cH:6][c:7]([I:11])[cH:8][c:9]1[CH3:10].[Na+:15].[OH2:16]>>[Cl:2][c:4]1[n:5][cH:6][c:7]([I:11])[cH:8][c:9]1[CH3:10]. Product: CCCCCC(=O)N(C)c1ccc(Sc2nc(C)cc(C)n2)cc1. RXN SMILES: [Br-:27].[CH2:28]([P+:29]([CH2:30][CH2:31][CH2:32][CH3:33])([CH2:34][CH2:35][CH2:36][CH3:37])[CH2:38][CH2:39][CH2:40][CH3:41])[CH2:42][CH2:43][CH3:44].[CH3:1][c:2]1[n:3][c:4]([S:9][c:10]2[cH:11][cH:12][c:13]([NH:16][C:17]([CH2:18][CH2:19][CH2:20][CH2:21][CH3:22])=[O:23])[cH:14][cH:15]2)[n:5][c:6]([CH3:8])[cH:7]1.[CH3:24][I:25].[Na+:46].[OH-:45].[OH2:26].[cH:47]1[cH:48][cH:49][cH:50][cH:51][cH:52]1>>[CH3:1][c:2]1[n:3][c:4]([S:9][c:10]2[cH:11][cH:12][c:13]([N:16]([C:17]([CH2:18][CH2:19][CH2:20][CH2:21][CH3:22])=[O:23])[CH3:24])[cH:14][cH:15]2)[n:5][c:6]([CH3:8])[cH:7]1. Starting materials: [Br-], CCCC[P+](CCCC)(CCCC)CCCC, CCCCCC(=O)Nc1ccc(Sc2nc(C)cc(C)n2)cc1, CI, [Na+], [OH-], O, c1ccccc1.